Dataset: the Open Reaction Database (ORD), a public repository of structured organic reaction records. Task: describe an organic reaction: reactants, conditions, products, and yield Reactants: CC(C)(C)OC(=O)NC(COCc1ccccc1)C(=O)O, NC(=O)C(N)CCC(=O)OCc1ccccc1, CC#N, C(=NC1CCCCC1)=NC1CCCCC1. Product: CC(C)(C)OC(=O)NC(COCc1ccccc1)C(=O)NC(CCC(=O)OCc1ccccc1)C(N)=O. RXN SMILES: [C:1]([CH3:2])([CH3:3])([CH3:4])[O:5][C:6](=[O:7])[NH:8][CH:9]([CH2:10][O:11][CH2:12][c:13]1[cH:14][cH:15][cH:16][cH:17][cH:18]1)[C:19](=[O:20])[OH:21].[CH2:22]([c:23]1[cH:24][cH:25][cH:26][cH:27][cH:28]1)[O:29][C:30]([CH2:31][CH2:32][CH:33]([NH2:34])[C:35]([NH2:36])=[O:37])=[O:38].[CH3:54][C:55]#[N:56].[CH:39]1([N:40]=[C:41]=[N:42][CH:43]2[CH2:44][CH2:45][CH2:46][CH2:47][CH2:48]2)[CH2:49][CH2:50][CH2:51][CH2:52][CH2:53]1>>[C:1]([CH3:2])([CH3:3])([CH3:4])[O:5][C:6](=[O:7])[NH:8][CH:9]([CH2:10][O:11][CH2:12][c:13]1[cH:14][cH:15][cH:16][cH:17][cH:18]1)[C:19](=[O:21])[NH:34][CH:33]([CH2:32][CH2:31][C:30]([O:29][CH2:22][c:23]1[cH:24][cH:25][cH:26][cH:27][cH:28]1)=[O:38])[C:35]([NH2:36])=[O:37]. Reactants: C(C1=CC=CC=C1)NCC1=CC=CC=C1 (dibenzylamine), C1COS(=O)(=O)C1 (1,3-propane sultone). The solvent is C1(=CC=CC=C1)C (toluene). The product is C(C1=CC=CC=C1)N(CCCS(=O)(=O)O)CC1=CC=CC=C1 (3-dibenzylamino-1-propanesulfonic acid). RXN SMILES: [CH2:1]([NH:8][CH2:9][C:10]1[CH:15]=[CH:14][CH:13]=[CH:12][CH:11]=1)[C:2]1[CH:7]=[CH:6][CH:5]=[CH:4][CH:3]=1.[CH2:16]1[CH2:22][S:19](=[O:21])(=[O:20])[O:18][CH2:17]1>C1(C)C=CC=CC=1>[CH2:9]([N:8]([CH2:1][C:2]1[CH:7]=[CH:6][CH:5]=[CH:4][CH:3]=1)[CH2:17][CH2:16][CH2:22][S:19]([OH:21])(=[O:20])=[O:18])[C:10]1[CH:15]=[CH:14][CH:13]=[CH:12][CH:11]=1. Reported procedure: To a solution of dibenzylamine (9.8 mL, 50.8 mmol) in toluene (50 mL) was added 1,3-propane sultone (6.50 g, 53.3 mmol). The mixture was stirred at reflux for 3 h. A sticky paste was formed at the bottom of the flask. The reaction mixture was cooled to room temperature. The top layer was decanted; and the paste was partially dissolved in EtOAc with heating. The mixture was poured in a 10% EtOAc/Hexanes (200 mL). The mixture was heated and the paste was spread on the walls of the conical flask. T... The reactants are C(C)OC(=O)[C@H]1CN(CCC1)CCOCC=C(C1=CC=C(C=C1)C(F)(F)F)C1=CC=C(C=C1)C(F)(F)F ((R)-N-(2-(3,3-bis(4-(trifluoromethyl)phenyl)-2-propen 1-yloxy)ethyl)-3-piperidinecarboxylic acid ethyl ester), [OH-].[Na+] (sodium hydroxide). Run in C(C)O (ethanol). Conditions: time 3 hour. The product is FC(C1=CC=C(C=C1)C(=CCOCCN1C[C@@H](CCC1)C(=O)O)C1=CC=C(C=C1)C(F)(F)F)(F)F ((R)-N-(2-(3,3-Bis(4-(Trifluoromethyl)phenyl)-2-propen-1-yloxy)ethyl)-3-piperidinecarboxylic acid). Yield: 105.0%. As a reaction SMILES: C([O:3][C:4]([C@@H:6]1[CH2:11][CH2:10][CH2:9][N:8]([CH2:12][CH2:13][O:14][CH2:15][CH:16]=[C:17]([C:28]2[CH:33]=[CH:32][C:31]([C:34]([F:37])([F:36])[F:35])=[CH:30][CH:29]=2)[C:18]2[CH:23]=[CH:22][C:21]([C:24]([F:27])([F:26])[F:25])=[CH:20][CH:19]=2)[CH2:7]1)=[O:5])C.[OH-].[Na+]>C(O)C>[F:37][C:34]([F:35])([F:36])[C:31]1[CH:32]=[CH:33][C:28]([C:17]([C:18]2[CH:23]=[CH:22][C:21]([C:24]([F:27])([F:26])[F:25])=[CH:20][CH:19]=2)=[CH:16][CH2:15][O:14][CH2:13][CH2:12][N:8]2[CH2:9][CH2:10][CH2:11][C@@H:6]([C:4]([OH:5])=[O:3])[CH2:7]2)=[CH:29][CH:30]=1 |f:1.2|. Procedure details: (R)-N-(2-(3,3-bis(4-(trifluoromethyl)phenyl)-2-propen 1-yloxy)ethyl)-3-piperidinecarboxylic acid ethyl ester (2.0 g, 3.8 mmol) was dissolved in ethanol (30 ml) and a 1 M sodium hydroxide solution (17 ml) was added. The reaction mixture was stirred at room temperature for 3 h. The solvent was evaporated in vacuo and dichloromethane (100 ml) was added. A concentrated hydrochloric acid solution was added (1.9 ml) and the phases were separated. Ethyl acetate was added to the organic phase which was ... The reactants are OC1=CC=C(C(C(=O)O)O)C=C1 (4-hydroxymandelic acid), C1(=CC=C(C=C1)S(=O)(=O)O)C (p-toluenesulfonic acid), C(=O)(O)[O-].[Na+] (NaHCO3). Solvent: O (water), C(C)O (ethanol). Run at temperature 50 celsius. Yields the product OC1=CC=C(C(C(=O)OCC)O)C=C1 (ethyl 4-hydroxymandelate). The yield is 288.0%. As a reaction SMILES: [OH:1][C:2]1[CH:12]=[CH:11][C:5]([CH:6]([OH:10])[C:7]([OH:9])=[O:8])=[CH:4][CH:3]=1.[C:13]1(C)C=CC(S(O)(=O)=O)=C[CH:14]=1.C([O-])(O)=O.[Na+]>C(O)C.O>[OH:1][C:2]1[CH:12]=[CH:11][C:5]([CH:6]([OH:10])[C:7]([O:9][CH2:13][CH3:14])=[O:8])=[CH:4][CH:3]=1 |f:2.3|. Procedure details: A mixture of 5 g of 4-hydroxymandelic acid and 1.28 g of p-toluenesulfonic acid in 200 ml of ethanol is heated at 50° C. for 4 hours. The mixture is poured into saturated aqueous NaHCO3 solution, and a white precipitate is formed. The mixture is diluted with water until the precipitate disintegrates, and then is extracted with diethyl ether. The organic phases are dried over sodium sulfate. Filtration and evaporation of the solvent give ethyl 4-hydroxymandelate (4.2 g, 82%) as a pale yellowish s... Starting materials: CS(=O)c1csc(-n2c(=O)n(C(C(=O)[O-])C(C)(C)C)c3ccccc32)n1, ClCCl, O=C(O)C(F)(F)F. Product: CS(=O)c1csc(-n2c(=O)n(CC(=O)O)c3ccccc32)n1. As a reaction SMILES: [C:1]([CH3:2])([CH3:3])([CH3:4])[CH:5]([C:6](=[O:7])[O-:8])[n:9]1[c:10](=[O:26])[n:11](-[c:18]2[s:19][cH:20][c:21]([S:23](=[O:24])[CH3:25])[n:22]2)[c:12]2[c:13]1[cH:14][cH:15][cH:16][cH:17]2.[Cl:27][CH2:28][Cl:29].[F:30][C:31]([F:32])([F:33])[C:34]([OH:35])=[O:36]>>[CH2:5]([C:6](=[O:7])[OH:8])[n:9]1[c:10](=[O:26])[n:11](-[c:18]2[s:19][cH:20][c:21]([S:23](=[O:24])[CH3:25])[n:22]2)[c:12]2[c:13]1[cH:14][cH:15][cH:16][cH:17]2.